Task: describe an organic reaction: reactants, conditions, products, and yield. Dataset: the Open Reaction Database (ORD), a public repository of structured organic reaction records Starting materials: FC1=C(C=CC(=C1)F)/C=C/C(=O)N ((E)-3-(2,4-difluorophenyl)-2-propenamide), ClCC(=O)CCl (1,3-dichloroacetone). Yields the product ClCC=1N=C(OC1)\C=C\C1=C(C=C(C=C1)F)F (4-chloromethyl-2-[(E)-2-(2,4-difluorophenyl)ethenyl]-1,3-oxazole). The yield is 49.4%. As a reaction SMILES: [F:1][C:2]1[CH:7]=[C:6]([F:8])[CH:5]=[CH:4][C:3]=1/[CH:9]=[CH:10]/[C:11]([NH2:13])=[O:12].[Cl:14][CH2:15][C:16]([CH2:18]Cl)=O>>[Cl:14][CH2:15][C:16]1[N:13]=[C:11](/[CH:10]=[CH:9]/[C:3]2[CH:4]=[CH:5][C:6]([F:8])=[CH:7][C:2]=2[F:1])[O:12][CH:18]=1. Procedure: Using (E)-3-(2,4-difluorophenyl)-2-propenamide (9.16 g) and 1,3-dichloroacetone (7.62 g), the same reaction as Reference Example 1-(ii) was carried out to yield the titled compound (6.31 g) as colorless crystals. Starting materials: BrC=1C(=NC(=NC1)NCCOC)[C@@H](CC1=CC(=CC(=C1)F)F)NC(CN1N=C(C=2CCCCC12)C(F)(F)F)=O ((R)—N-(1-(5-bromo-2-((2-methoxyethyl)amino)pyrimidin-4-yl)-2-(3,5-difluorophenyl)ethyl)-2-(3-(trifluoromethyl)-4,5,6,7-tetrahydro-1H-indazol-1-yl)acetamide), C1(CC1)CN (cyclopropylmethanamine), BrC=1C(=NC(=NC1)S(=O)(=O)C)[C@H](CC1=CC(=CC(=C1)F)F)NC(CN1N=C(C=2C(CCC(C12)(F)F)(F)F)C(F)F)=O ((S)—N-(1-(5-bromo-2-(methylsulfonyl)pyrimidin-4-yl)-2-(3,5-difluorophenyl)ethyl)-2-(3-(difluoromethyl)-4,4,7,7-tetrafluoro-4,5,6,7-tetrahydro-1H-indazol-1-yl)acetamide). Product: BrC=1C(=NC(=NC1)NCC1CC1)[C@H](CC1=CC(=CC(=C1)F)F)NC(CN1N=C(C=2C(CCC(C12)(F)F)(F)F)C(F)F)=O ((S)—N-(1-(5-bromo-2-((cyclopropylmethyl)amino)pyrimidin-4-yl)-2-(3,5-difluorophenyl)ethyl)-2-(3-(difluoromethyl)-4,4,7,7-tetrafluoro-4,5,6,7-tetrahydro-1H-indazol-1-yl)acetamide). Reaction SMILES: BrC1C([C@H](NC(=O)CN2C3CCCCC=3C(C(F)(F)F)=N2)CC2C=C(F)C=C(F)C=2)=NC(NCCOC)=NC=1.[CH:40]1([CH2:43][NH2:44])[CH2:42][CH2:41]1.[Br:45][C:46]1[C:47]([C@@H:56]([NH:66][C:67](=[O:85])[CH2:68][N:69]2[C:77]3[C:76]([F:79])([F:78])[CH2:75][CH2:74][C:73]([F:81])([F:80])[C:72]=3[C:71]([CH:82]([F:84])[F:83])=[N:70]2)[CH2:57][C:58]2[CH:63]=[C:62]([F:64])[CH:61]=[C:60]([F:65])[CH:59]=2)=[N:48][C:49](S(C)(=O)=O)=[N:50][CH:51]=1>>[Br:45][C:46]1[C:47]([C@@H:56]([NH:66][C:67](=[O:85])[CH2:68][N:69]2[C:77]3[C:76]([F:78])([F:79])[CH2:75][CH2:74][C:73]([F:80])([F:81])[C:72]=3[C:71]([CH:82]([F:84])[F:83])=[N:70]2)[CH2:57][C:58]2[CH:59]=[C:60]([F:65])[CH:61]=[C:62]([F:64])[CH:63]=2)=[N:48][C:49]([NH:44][CH2:43][CH:40]2[CH2:42][CH2:41]2)=[N:50][CH:51]=1. Procedure details: The title compound (13A) was prepared according to the method presented for the synthesis of compound 11I of Example 11 utilizing cyclopropylmethanamine and 12C. MS (m/z) 668.95 [M+H]+.